The task is: describe an organic reaction: reactants, conditions, products, and yield. This data is from the Open Reaction Database (ORD), a public repository of structured organic reaction records. Reactants: ( 1H ), ( 2H ), ( 6H ), ( 1H ), ( 1H ), ( 1H ), C(C1=CC=CC=C1)OC=1C=C(C=CC1)C1=CNC=2N=CN=C(C21)N (5-(3-benzyloxy-phenyl)-7H-pyrrolo[2,3-d]pyrimidin-4-ylamine), BrN1C(CCC1=O)=O (N-bromosuccinimide). Solvent: CN(C=O)C (N,N-dimethylformamide). Run at time 8 hour. Product: C(C1=CC=CC=C1)OC=1C=C(C=CC1)C1=C(NC=2N=CN=C(C21)N)Br (5-(3-Benzyloxy-phenyl)-6-bromo-7H-pyrrolo[2,3-d]pyrimidin-4-ylamine). RXN SMILES: [CH2:1]([O:8][C:9]1[CH:10]=[C:11]([C:15]2[C:23]3[C:22]([NH2:24])=[N:21][CH:20]=[N:19][C:18]=3[NH:17][CH:16]=2)[CH:12]=[CH:13][CH:14]=1)[C:2]1[CH:7]=[CH:6][CH:5]=[CH:4][CH:3]=1.[Br:25]N1C(=O)CCC1=O>CN(C)C=O>[CH2:1]([O:8][C:9]1[CH:10]=[C:11]([C:15]2[C:23]3[C:22]([NH2:24])=[N:21][CH:20]=[N:19][C:18]=3[NH:17][C:16]=2[Br:25])[CH:12]=[CH:13][CH:14]=1)[C:2]1[CH:7]=[CH:6][CH:5]=[CH:4][CH:3]=1. Procedure details: To a solution of 20 g (63.2 mmol) 5-(3-benzyloxy-phenyl)-7H-pyrrolo[2,3-d]pyrimidin-4-ylamine (see WO 97/28161) in 1 l dry N,N-dimethylformamide, 12.4 g (69.5 mmol) N-bromosuccinimide are added at ca. 10° C. Stirring was continued at ca. 10° C. for 30 min and overnight at RT. The precipitate formed is filtered off and washed thoroughly with N,N-dimethylformamide and hexane. After drying for 24 h at 30-35° C. under vacuum, the title compound is used in the next step without further purification. ... The reactants are OC(C(N)C(=O)O)C(C)C (3-hydroxy-D,L-leucine), ON[C@@H](CC(C)C)C(=O)O (hydroxyleucine), ON[C@@H](CC(C)C)C(=O)O (hydroxyleucine). The product is N[C@@H](CC(C)C)C(=O)O (leucine). RXN SMILES: O[CH:2]([CH:8]([CH3:10])[CH3:9])[CH:3]([C:5]([OH:7])=[O:6])[NH2:4].ON[C@H](C(O)=O)CC(C)C>>[NH2:4][C@H:3]([C:5]([OH:7])=[O:6])[CH2:2][CH:8]([CH3:10])[CH3:9]. Procedure: A mutant strain which was resistant to 5 g/L of L-valine was selected from E. coli K-12 and obtained the strain No. 101 (Valr), which did not produce L-leucine. From the strain No. 101, a mutant strain which was resistant to 1.3 g/L of azaleucine. The obtained strain, No. 51 (Varr, ALr), produced about 0.05-0.1 g/L of L-leucine. Then, a strain having a resistance to 2 g/L of 3-hydroxy-D,L-leucine (hereinafter referred to as hydroxyleucine) was selected from the strain No. 51 and obtained the str... Reactants: OC1=C(N(S(C2=C1C=CC=C2)(=O)=O)C)C(=O)OC(C)C (isopropyl 4-hydroxy-2-methyl-2H-1,2-benzothiazine-3-carboxylate 1,1-dioxide), NC1=NC=CC=C1 (2-aminopyridine). The solvent is C=1(C(=CC=CC1)C)C (xylene). Yields the product OC1=C(N(S(C2=C1C=CC=C2)(=O)=O)C)C(=O)NC2=NC=CC=C2 (4-hydroxy-2-methyl-N-(2-pyridyl)-2H-1,2-benzothiazine-3-carboxamide 1,1-dioxide). Reaction SMILES: [OH:1][C:2]1[C:7]2[CH:8]=[CH:9][CH:10]=[CH:11][C:6]=2[S:5](=[O:13])(=[O:12])[N:4]([CH3:14])[C:3]=1[C:15]([O:17]C(C)C)=O.[NH2:21][C:22]1[CH:27]=[CH:26][CH:25]=[CH:24][N:23]=1>C1(C)C(C)=CC=CC=1>[OH:1][C:2]1[C:7]2[CH:8]=[CH:9][CH:10]=[CH:11][C:6]=2[S:5](=[O:12])(=[O:13])[N:4]([CH3:14])[C:3]=1[C:15]([NH:21][C:22]1[CH:27]=[CH:26][CH:25]=[CH:24][N:23]=1)=[O:17]. Reported procedure: A mixture of 74.3 g (0.25 mol) of isopropyl 4-hydroxy-2-methyl-2H-1,2-benzothiazine-3-carboxylate 1,1-dioxide and 25.7 g (0.32 mol) of 2-aminopyridine in 2,700 ml of xylene is maintained under reflux for 20 hours. During this time, approximately one third of the solvent is distilled off and is replaced, and finally the mixture is distilled to a final volume of 1,500 ml. The mixture is cooled to 0°-5° C. and filtered and the product washed with xylene. By crystallization with dichloroethane, 63 g...